This data is from the Open Reaction Database (ORD), a public repository of structured organic reaction records. The task is: describe an organic reaction: reactants, conditions, products, and yield Starting materials: [O-][Br+2]([O-])[O-], [Br-], ClCCl, CC(C)c1ccc(C(=O)CCCCl)cc1, [Na+], [Na+], [Na+], [Na+], O, O=S(=O)([O-])S(=O)(=O)[O-]. Yields the product CC(C)(Br)c1ccc(C(=O)CCCCl)cc1. As a reaction SMILES: [Br+2:16]([O-:17])([O-:18])[O-:19].[Br-:22].[CH2:33]([Cl:34])[Cl:35].[Cl:1][CH2:2][CH2:3][CH2:4][C:5](=[O:6])[c:7]1[cH:8][cH:9][c:10]([CH:13]([CH3:14])[CH3:15])[cH:11][cH:12]1.[Na+:20].[Na+:21].[Na+:31].[Na+:32].[OH2:36].[S:23]([S:24]([O-:25])(=[O:26])=[O:27])([O-:28])(=[O:29])=[O:30]>>[Cl:1][CH2:2][CH2:3][CH2:4][C:5](=[O:6])[c:7]1[cH:8][cH:9][c:10]([C:13]([CH3:14])([CH3:15])[Br:16])[cH:11][cH:12]1. Reactants: Cl.CN(CCCN=C=NCC)C (N-(3-dimethylaminopropyl)-N'-ethylcarbodiimide hydrochloride), C(C)(C)(C)OC(=O)N1CCC(CC1)=CC(=O)O (4-Carboxymethylenepiperidine-1-carboxylic acid tert-butyl ester), CN(C([C@@H](CC1=CC2=CC=CC=C2C=C1)NC)=O)[C@H](CC1=CC=CC=C1)C(NC)=O ((2R)-N-Methyl-2-methylamino-N-((1R)-1-(methyl-carbamoyl)-2-phenylethyl)-3-(2-naphthyl)propionamide). Solvent: C(Cl)Cl (methylene chloride). Conditions: time 15 minute. The product is C(C)(C)(C)OC(=O)N1CCC(CC1)=CC(N([C@H](CC1=CC2=CC=CC=C2C=C1)C(N([C@H](CC1=CC=CC=C1)C(NC)=O)C)=O)C)=O (4-((N-Methyl-N-((1R)-1-(N-methyl-N-((1R)-1-(methyl-carbamoyl)-2-phenylethyl)carbamoyl)-2-(2-naphthyl)ethyl)carbamoyl)methylene)piperidine-1-carboxylic acid tert-butyl ester). Isolated yield 34.7%. As a reaction SMILES: [C:1]([O:5][C:6]([N:8]1[CH2:13][CH2:12][C:11](=[CH:14][C:15]([OH:17])=O)[CH2:10][CH2:9]1)=[O:7])([CH3:4])([CH3:3])[CH3:2].Cl.CN(C)CCCN=C=NCC.[CH3:30][N:31]([C@@H:48]([C:56](=[O:59])[NH:57][CH3:58])[CH2:49][C:50]1[CH:55]=[CH:54][CH:53]=[CH:52][CH:51]=1)[C:32](=[O:47])[C@H:33]([NH:45][CH3:46])[CH2:34][C:35]1[CH:44]=[CH:43][C:42]2[C:37](=[CH:38][CH:39]=[CH:40][CH:41]=2)[CH:36]=1>C(Cl)Cl>[C:1]([O:5][C:6]([N:8]1[CH2:9][CH2:10][C:11](=[CH:14][C:15](=[O:17])[N:45]([CH3:46])[C@@H:33]([C:32](=[O:47])[N:31]([CH3:30])[C@@H:48]([C:56](=[O:59])[NH:57][CH3:58])[CH2:49][C:50]2[CH:55]=[CH:54][CH:53]=[CH:52][CH:51]=2)[CH2:34][C:35]2[CH:44]=[CH:43][C:42]3[C:37](=[CH:38][CH:39]=[CH:40][CH:41]=3)[CH:36]=2)[CH2:12][CH2:13]1)=[O:7])([CH3:2])([CH3:3])[CH3:4] |f:1.2|. Reported procedure: 4-Carboxymethylenepiperidine-1-carboxylic acid tert-butyl ester (0.60 g; 2.45 mmol) was dissolved in methylene chloride (50 mL) and N-(3-dimethylaminopropyl)-N'-ethylcarbodiimide hydrochloride (0.26 g; 1.36 mmol) was added. The reaction mixture was stirred for 15 min at room temperature. (2R)-N-Methyl-2-methylamino-N-((1R)-1-(methyl-carbamoyl)-2-phenylethyl)-3-(2-naphthyl)propionamide (0.5 g; 1.24 mmol, prepared as in example 1) was added and the reaction mixture was stirred for 12 hours at room... Reactants: IC1=CC=C(C[C@H](N)C(=O)N)C=C1 (4-iodophenylalanine amide), C1COS(=O)(=O)C1 (1,3-propane sultone). The reagents and catalysts are CN(C)C=O (DMF). The solvent is CC(CC)=O (2-butanone). The product is IC1=CC=C(C[C@H](N)C(=O)NCCCS(=O)(=O)O)C=C1 (4-iodo-N-(3-sulfopropyl)-L-phenylalanine amide). The yield is 17.6%. As a reaction SMILES: [I:1][C:2]1[CH:13]=[CH:12][C:5]([CH2:6][C@@H:7]([C:9]([NH2:11])=[O:10])[NH2:8])=[CH:4][CH:3]=1.[CH2:14]1[CH2:20][S:17](=[O:19])(=[O:18])[O:16][CH2:15]1>CC(=O)CC.CN(C=O)C>[I:1][C:2]1[CH:3]=[CH:4][C:5]([CH2:6][C@@H:7]([C:9]([NH:11][CH2:15][CH2:14][CH2:20][S:17]([OH:19])(=[O:18])=[O:16])=[O:10])[NH2:8])=[CH:12][CH:13]=1. Procedure details: The solid (1.96 g, 5.8 mmol) was dissolved in a minimum amount of water. To the solution was added aqueous NH4OH (28-30%, 15 mL). The reaction mixture was stirred at room temperature over weekend. The solvent was removed under reduced pressure and EtOAc (15 mL) was added. The mixture was heated under reflux. The hot solution was filtered. The filtrate was cooled to room temperature and was stored in the fridge. The solid was collected by filtration, washed with EtOAc, to give 4-iodophenylalanine... The reactants are FC1=C(C(O)=CC=C1)O (3-fluorocatechol), BrCBr (dibromomethane), C=1(O)C(O)=CC=CC1 (catechol). The reagents and catalysts are [Cl-].C[N+](CCCCCCCC)(CCCCCCCC)CCCCCCCC (methyltrioctylammonium chloride). The solvent is [OH-].[Na+] (sodium hydroxide), O (water), C(Cl)Cl (methylene chloride), O (water). Conditions: time 1.5 hour. The product is FC1=C2C(=CC=C1)OCO2 (1-fluoro-2,3-methylenedioxybenzene). Reaction SMILES: BrCBr.[F:4][C:5]1[CH:11]=[CH:10][CH:9]=[C:7]([OH:8])[C:6]=1[OH:12].[C:13]1(C(=CC=CC=1)O)O>[Cl-].C[N+](CCCCCCCC)(CCCCCCCC)CCCCCCCC.[OH-].[Na+].C(Cl)Cl.O>[F:4][C:5]1[CH:11]=[CH:10][CH:9]=[C:7]2[O:8][CH2:13][O:12][C:6]=12 |f:3.4,5.6|. Reported procedure: Alliquat 336 (methyltrioctylammonium chloride (0.63 g, 0.0016 mol), dibromomethane (40.7 g, 234.2 mmol), and water (31 mL) were placed in a 500 mL 3-necked flask equipped with an addition funnel, condenser and a stir bar. The addition funnel was charged with a solution of 3-fluorocatechol (20.0 g, 6.1 mmol) in 5M sodium hydroxide (80 mL). The mixture in the flask was heated to reflux and the solution of the catechol was added dropwise with good stirring over 1.5 hours. The resulting dark mixture... Starting materials: C(C)(C)(C)OC(N(CCC[C@@H]1CC2=CC=CC=C2C(C1)O)[C@H](C)C1=CC=C(C2=CC=CC=C12)F)=O (tert-Butyl((R)-1-(4-fluoronaphthalen-1-yl)ethyl)(3-((2R)-4-hydroxy-1,2,3,4-tetrahydronaphthalen-2-yl)propyl)carbamate), C=1C=C[NH+]=CC1.[O-][Cr](=O)(=O)Cl (PCC). Run at temperature 25 celsius, time 1 hour. Yields the product C(C)(C)(C)OC(N(CCC[C@@H]1CC2=CC=CC=C2C(C1)=O)[C@H](C)C1=CC=C(C2=CC=CC=C12)F)=O (tert-Butyl((R)-1-(4-fluoronaphthalen-1-yl)ethyl)(3-((R)-4-oxo-1,2,3,4-tetrahydronaphthalen-2-yl)propyl)carbamate). Isolated yield 56.7%. As a reaction SMILES: [C:1]([O:5][C:6](=[O:35])[N:7]([C@@H:22]([C:24]1[C:33]2[C:28](=[CH:29][CH:30]=[CH:31][CH:32]=2)[C:27]([F:34])=[CH:26][CH:25]=1)[CH3:23])[CH2:8][CH2:9][CH2:10][C@H:11]1[CH2:20][CH:19]([OH:21])[C:18]2[C:13](=[CH:14][CH:15]=[CH:16][CH:17]=2)[CH2:12]1)([CH3:4])([CH3:3])[CH3:2].C1C=C[NH+]=CC=1.[O-][Cr](Cl)(=O)=O>>[C:1]([O:5][C:6](=[O:35])[N:7]([C@@H:22]([C:24]1[C:33]2[C:28](=[CH:29][CH:30]=[CH:31][CH:32]=2)[C:27]([F:34])=[CH:26][CH:25]=1)[CH3:23])[CH2:8][CH2:9][CH2:10][C@H:11]1[CH2:20][C:19](=[O:21])[C:18]2[C:13](=[CH:14][CH:15]=[CH:16][CH:17]=2)[CH2:12]1)([CH3:2])([CH3:3])[CH3:4] |f:1.2|. Procedure: To a stirred solution of tert-Butyl((R)-1-(4-fluoronaphthalen-1-yl)ethyl)(3-((2R)-4-hydroxy-1,2,3,4-tetrahydronaphthalen-2-yl)propyl)carbamate (886 mg, 1.855 mmol) DCM (8 mL), PCC (304 mg, 2.226 mmol) was added at 0° C. and stirred for 1 h at 25° C. The reaction mixture was filtered through celite bed and the filtrate concentrated to get the crude compound. This crude compound was purified by column chromatography (Biotage) using eluent (1:9, ethyl acetate:n-hexane) to get the title compound (50...